describe an organic reaction: reactants, conditions, products, and yield From a dataset of the Open Reaction Database (ORD), a public repository of structured organic reaction records. Reaction SMILES: [C:24]([CH3:25])([CH3:26])([CH3:27])[O:28][C:29]([NH:30][c:31]1[n:32][o:33][c:34]2[c:35]1[cH:36][c:37]([CH2:40][NH2:41])[cH:38][cH:39]2)=[O:42].[CH3:43][OH:44].[CH3:45][CH2:46][O:47][C:48]([CH3:49])=[O:50].[CH3:51][CH2:52][CH2:53][CH2:54][CH2:55][CH3:56].[Cl:1][c:2]1[cH:3][cH:4][c:5]([C:22]#[N:23])[c:6]([CH2:9][C:10]([O:12][c:11]2[cH:13][cH:14][c:15]([N+:16]([O-:17])=[O:18])[cH:19][cH:20]2)=[O:21])[n+:7]1[O-:8]>>[Cl:1][c:2]1[cH:3][cH:4][c:5]([C:22]#[N:23])[c:6]([CH2:9][C:10](=[O:12])[NH:41][CH2:40][c:37]2[cH:36][c:35]3[c:31]([NH:30][C:29]([O:28][C:24]([CH3:25])([CH3:26])[CH3:27])=[O:42])[n:32][o:33][c:34]3[cH:39][cH:38]2)[n+:7]1[O-:8]. The product is CC(C)(C)OC(=O)Nc1noc2ccc(CNC(=O)Cc3c(C#N)ccc(Cl)[n+]3[O-])cc12. Reactants: CC(C)(C)OC(=O)Nc1noc2ccc(CN)cc12, CO, CCOC(C)=O, CCCCCC, N#Cc1ccc(Cl)[n+]([O-])c1CC(=O)Oc1ccc([N+](=O)[O-])cc1. Starting materials: F[B-](F)(F)F, O=C([O-])O, CNCc1ccccc1, CCOC(C)=O, [Na+], O=C(O)C1CCCO1, C1CCOC1, CN(C)C(On1nnc2ccccc21)=[N+](C)C. Product: CN(Cc1ccccc1)C(=O)C1CCCO1. As a reaction SMILES: [B-:18]([F:19])([F:20])([F:21])[F:22].[C:40](=[O:41])([O-:42])[OH:43].[CH2:1]([c:2]1[cH:3][cH:4][cH:5][cH:6][cH:7]1)[NH:8][CH3:9].[CH3:50][CH2:51][O:52][C:53](=[O:54])[CH3:55].[Na+:44].[O:10]1[CH:11]([C:15](=[O:16])[OH:17])[CH2:12][CH2:13][CH2:14]1.[O:45]1[CH2:46][CH2:47][CH2:48][CH2:49]1.[n:23]1([O:24][C:25]([N:26]([CH3:27])[CH3:28])=[N+:29]([CH3:30])[CH3:31])[c:32]2[cH:33][cH:34][cH:35][cH:36][c:37]2[n:38][n:39]1>>[CH2:1]([c:2]1[cH:3][cH:4][cH:5][cH:6][cH:7]1)[N:8]([CH3:9])[C:15]([CH:11]1[O:10][CH2:14][CH2:13][CH2:12]1)=[O:17].